Dataset: the Open Reaction Database (ORD), a public repository of structured organic reaction records. Task: describe an organic reaction: reactants, conditions, products, and yield Starting materials: N#Cc1ccc(S(=O)(=O)NCCCBr)cc1, CC(C)(C)OC(=O)N1CC2CNCC(C1)O2, CC#N, [K+], [K+], O=C([O-])[O-]. Yields the product CC(C)(C)OC(=O)N1CC2CN(CCCNS(=O)(=O)c3ccc(C#N)cc3)CC(C1)O2. As a reaction SMILES: [Br:1][CH2:2][CH2:3][CH2:4][NH:5][S:6](=[O:7])(=[O:8])[c:9]1[cH:10][cH:11][c:12]([C:15]#[N:16])[cH:13][cH:14]1.[C:17]([CH3:18])([CH3:19])([CH3:20])[O:21][C:22](=[O:23])[N:24]1[CH2:25][CH:26]2[CH2:27][NH:28][CH2:29][CH:30]([CH2:31]1)[O:32]2.[CH3:39][C:40]#[N:41].[K+:33].[K+:34].[O-:35][C:36]([O-:37])=[O:38]>>[CH2:2]([CH2:3][CH2:4][NH:5][S:6](=[O:7])(=[O:8])[c:9]1[cH:10][cH:11][c:12]([C:15]#[N:16])[cH:13][cH:14]1)[N:28]1[CH2:27][CH:26]2[CH2:25][N:24]([C:22]([O:21][C:17]([CH3:18])([CH3:19])[CH3:20])=[O:23])[CH2:31][CH:30]([CH2:29]1)[O:32]2.